describe an organic reaction: reactants, conditions, products, and yield From a dataset of the Open Reaction Database (ORD), a public repository of structured organic reaction records. Reactants: FC=1C=CC=C2C(N(C(C12)CCC(=O)NC1=NC=C(C(=O)O)C=C1)CC1=CC=C(C=C1)F)=O (6-{3-[7-Fluoro-2-(4-fluorobenzyl)-3-oxo-2,3-dihydro-1H-isoindol-1-yl]-propionylamino}-nicotinic acid), NC1=NC=C(C=C1)F (2-amino-5-fluoropyridine). Product: FC=1C=CC=C2C(N(C(C12)CCC(=O)NC1=NC=C(C=C1)F)CC1=CC=C(C=C1)F)=O (3-[7-Fluoro-2-(4-fluoro-benzyl)-3-oxo-2,3-dihydro-1H-isoindol-1-yl]-N-(5-fluoro-pyridin-2-yl)-propionamide). RXN SMILES: [F:1][C:2]1[CH:3]=[CH:4][CH:5]=[C:6]2[C:10]=1[CH:9]([CH2:11][CH2:12][C:13]([NH:15][C:16]1[CH:24]=[CH:23][C:19](C(O)=O)=[CH:18][N:17]=1)=[O:14])[N:8]([CH2:25][C:26]1[CH:31]=[CH:30][C:29]([F:32])=[CH:28][CH:27]=1)[C:7]2=[O:33].NC1C=CC([F:41])=CN=1>>[F:1][C:2]1[CH:3]=[CH:4][CH:5]=[C:6]2[C:10]=1[CH:9]([CH2:11][CH2:12][C:13]([NH:15][C:16]1[CH:24]=[CH:23][C:19]([F:41])=[CH:18][N:17]=1)=[O:14])[N:8]([CH2:25][C:26]1[CH:31]=[CH:30][C:29]([F:32])=[CH:28][CH:27]=1)[C:7]2=[O:33]. Reported procedure: The product from Example 11, Part D (100 mg, 0.3 mmol) and 2-amino-5-fluoropyridine (110 mg, 0.45 mmol) were converted to the title compound in a manner analogous to the method described in Example 7, Part E, using 2; 1 THF/CH2Cl2 in place of THF in the reaction and EtOAc in the workup, and without crystallization (120 mg, 93%). 1H NMR (400 MHz, CDCl3) δ 8.43 (s, 1H), 8.13 (m, 1H), 7.92 (d, J=3 Hz, 1H), 7.65 (d, J=8, 1H), 7.43 (m, 2H), 7.30 (m, 2H), 7.17 (t, J=9 Hz, 1H), 7.00 (t, J=9 Hz, 2H), 5.... Reactants: N1(CCCCC1)C1=CC(=C(C=C1)NC(=O)C1=CC=CC(=N1)CN(CCOCCOCCOCCC(=O)OC(C)(C)C)C)C(NC1=NN(C=C1)C1=CC(=CC=C1)C(F)(F)F)=O (tert-butyl 3-(2-(2-(2-(((6-((4-(piperidin-1-yl)-2-((1-(3-(trifluoromethyl)phenyl)-1H-pyrazol-3-yl)carbamoyl)-phenyl)carbamoyl)pyridin-2-yl)methyl)(methyl)amino)ethoxy)ethoxy)ethoxy)propanoate), FC(C(=O)O)(F)F (trifluoroacetic acid). Run in ClCCl (dichloromethane). Conditions: time 2 hour. Product: CN(CC1=NC(=CC=C1)C(NC1=C(C=C(C=C1)N1CCCCC1)C(NC1=NN(C=C1)C1=CC(=CC=C1)C(F)(F)F)=O)=O)CCOCCOCCOCCC(=O)O (2-methyl-1-(6-((4-(piperidin-1-yl)-2-((1-(3-(trifluoromethyl)phenyl)-1H-pyrazol-3-yl)carbamoyl)phenyl)carbamoyl)pyridin-2-yl)-5,8,11-trioxa-2-azatetradecan-14-oic acid). Isolated yield 16.8%. Reaction SMILES: [N:1]1([C:7]2[CH:12]=[CH:11][C:10]([NH:13][C:14]([C:16]3[N:21]=[C:20]([CH2:22][N:23]([CH3:42])[CH2:24][CH2:25][O:26][CH2:27][CH2:28][O:29][CH2:30][CH2:31][O:32][CH2:33][CH2:34][C:35]([O:37]C(C)(C)C)=[O:36])[CH:19]=[CH:18][CH:17]=3)=[O:15])=[C:9]([C:43](=[O:60])[NH:44][C:45]3[CH:49]=[CH:48][N:47]([C:50]4[CH:55]=[CH:54][CH:53]=[C:52]([C:56]([F:59])([F:58])[F:57])[CH:51]=4)[N:46]=3)[CH:8]=2)[CH2:6][CH2:5][CH2:4][CH2:3][CH2:2]1.FC(F)(F)C(O)=O>ClCCl>[CH3:42][N:23]([CH2:24][CH2:25][O:26][CH2:27][CH2:28][O:29][CH2:30][CH2:31][O:32][CH2:33][CH2:34][C:35]([OH:37])=[O:36])[CH2:22][C:20]1[CH:19]=[CH:18][CH:17]=[C:16]([C:14](=[O:15])[NH:13][C:10]2[CH:11]=[CH:12][C:7]([N:1]3[CH2:2][CH2:3][CH2:4][CH2:5][CH2:6]3)=[CH:8][C:9]=2[C:43](=[O:60])[NH:44][C:45]2[CH:49]=[CH:48][N:47]([C:50]3[CH:55]=[CH:54][CH:53]=[C:52]([C:56]([F:57])([F:58])[F:59])[CH:51]=3)[N:46]=2)[N:21]=1. Procedure: Into a 50-mL round bottom flask, was placed a solution of tert-butyl 3-(2-(2-(2-(((6-((4-(piperidin-1-yl)-2-((1-(3-(trifluoromethyl)phenyl)-1H-pyrazol-3-yl)carbamoyl)-phenyl)carbamoyl)pyridin-2-yl)methyl)(methyl)amino)ethoxy)ethoxy)ethoxy)propanoate (210 mg, 0.25 mmol, 1.00 equiv) in dichloromethane (4 mL), and trifluoroacetic acid (2 mL). The resulting solution was stirred for 2 h at room temperature. The reaction progress was monitored by LCMS. The resulting mixture was concentrated under vacu... The reactants are CCCCCC (hexane), [H-].[Na+] (sodium hydride), ClC=1C=CC2=C(C[C@@H]([C@@H](C(N2)=O)C)C2=CC=C(C=C2)OC)C1 ((cis)-7-chloro-1,3,4,5-tetrahydro-4-(4-methoxyphenyl)-3-methyl-2H-1-benzazepin-2-one), solution, CN(CCCl)C (2-dimethylaminoethyl chloride). The solvent is CN(C=O)C (dimethylformamide), C1(=CC=CC=C1)C (toluene). Run at temperature 25 celsius, time 1 hour. Yields the product Cl.ClC=1C=CC2=C(C[C@@H]([C@@H](C(N2CCN(C)C)=O)C)C2=CC=C(C=C2)OC)C1 ((cis)-7-Chloro-1-[2-(dimethylamino)ethyl]-1,3,4,5-tetrahydro-4-(4-methoxyphenyl)-3-methyl-2H-1-benzazepin-2-one, monohydrochloride). Yield: 161.6%. As a reaction SMILES: CCCCCC.[H-].[Na+].[Cl:9][C:10]1[CH:11]=[CH:12][C:13]2[NH:19][C:18](=[O:20])[C@@H:17]([CH3:21])[C@@H:16]([C:22]3[CH:27]=[CH:26][C:25]([O:28][CH3:29])=[CH:24][CH:23]=3)[CH2:15][C:14]=2[CH:30]=1.[CH3:31][N:32]([CH3:36])[CH2:33][CH2:34]Cl>CN(C)C=O.C1(C)C=CC=CC=1>[ClH:9].[Cl:9][C:10]1[CH:11]=[CH:12][C:13]2[N:19]([CH2:34][CH2:33][N:32]([CH3:36])[CH3:31])[C:18](=[O:20])[C@@H:17]([CH3:21])[C@@H:16]([C:22]3[CH:23]=[CH:24][C:25]([O:28][CH3:29])=[CH:26][CH:27]=3)[CH2:15][C:14]=2[CH:30]=1 |f:1.2,7.8|. Reported procedure: To a slurry of hexane washed sodium hydride (132 mg of 50% sodium hydride in mineral oil, 2.74 mmole) in 20 ml of dimethylformamide at 25° C. was added 720 mg of (cis)-7-chloro-1,3,4,5-tetrahydro-4-(4-methoxyphenyl)-3-methyl-2H-1-benzazepin-2-one (2.28 mmole). After stirring at 25° C. for 1 hour, the solution turned clear, 6.7 ml of a 1.7 M solution of 2-dimethylaminoethyl chloride (11.4 mmole, 5 equiv.) in toluene was added. The reaction mixture was stirred for 3 hours at 80° C., then cooled to... The reactants are O=C1NC(=O)C(c2ccc([N+](=O)[O-])cc2)=C1Br, C[Mg+], CCOCC, [I-], c1ccccc1, c1ccc2[nH]ccc2c1. The product is O=C1NC(=O)C(c2c[nH]c3ccccc23)=C1c1ccc([N+](=O)[O-])cc1. Reaction SMILES: [Br:13][C:14]1=[C:18]([c:19]2[cH:20][cH:21][c:22]([N+:25](=[O:26])[O-:27])[cH:23][cH:24]2)[C:17](=[O:28])[NH:16][C:15]1=[O:29].[CH3:2][Mg+:3].[CH3:30][CH2:31][O:32][CH2:33][CH3:34].[I-:1].[cH:35]1[cH:36][cH:37][cH:38][cH:39][cH:40]1.[nH:4]1[cH:5][cH:6][c:7]2[cH:8][cH:9][cH:10][cH:11][c:12]12>>[nH:4]1[cH:5][c:6]([C:14]2=[C:18]([c:19]3[cH:20][cH:21][c:22]([N+:25](=[O:26])[O-:27])[cH:23][cH:24]3)[C:17](=[O:28])[NH:16][C:15]2=[O:29])[c:7]2[cH:8][cH:9][cH:10][cH:11][c:12]12. Starting materials: CCO, [Na+], [OH-], O, CC(NC=O)c1ccc2ccccc2c1. Yields the product CC(N)c1ccc2ccccc2c1. RXN SMILES: [CH3:16][CH2:17][OH:18].[Na+:20].[OH-:19].[OH2:21].[cH:1]1[c:2]([CH:11]([CH3:12])[NH:13][CH:14]=[O:15])[cH:3][cH:4][c:5]2[cH:6][cH:7][cH:8][cH:9][c:10]12>>[cH:1]1[c:2]([CH:11]([CH3:12])[NH2:13])[cH:3][cH:4][c:5]2[cH:6][cH:7][cH:8][cH:9][c:10]12. Reactants: C(CCC)OC1=CC=C(C=C1)CO ((4-butoxyphenyl)methanol), CC1=C(C=CC=C1C)[C@H](C)C=1NC=CN1 (2-[(1S)-1-(2,3-Dimethylphenyl)ethyl]-1H-imidazole), N1=CC=CC=C1 (pyridine), O=C(OC(Cl)(Cl)Cl)Cl (diphosgene). Solvent: C(C)#N (acetonitrile). Reaction conditions: time 30 minute. The product is CC1=C(C=CC=C1C)[C@H](C)C=1N(C=CN1)C(=O)OCC1=CC=C(C=C1)OCCCC (4-Butoxybenzyl 2-[(1S)-1-(2,3-dimethylphenyl)ethyl]-1H-imidazole-1-carboxylate). RXN SMILES: [CH3:1][C:2]1[C:7]([CH3:8])=[CH:6][CH:5]=[CH:4][C:3]=1[C@@H:9]([C:11]1[NH:12][CH:13]=[CH:14][N:15]=1)[CH3:10].N1C=CC=CC=1.[O:22]=[C:23](Cl)[O:24][C:25](Cl)(Cl)Cl.[CH2:30]([O:34][C:35]1[CH:40]=[CH:39][C:38](CO)=[CH:37][CH:36]=1)[CH2:31][CH2:32][CH3:33]>C(#N)C>[CH3:1][C:2]1[C:7]([CH3:8])=[CH:6][CH:5]=[CH:4][C:3]=1[C@@H:9]([C:11]1[N:15]([C:23]([O:24][CH2:25][C:38]2[CH:39]=[CH:40][C:35]([O:34][CH2:30][CH2:31][CH2:32][CH3:33])=[CH:36][CH:37]=2)=[O:22])[CH:14]=[CH:13][N:12]=1)[CH3:10]. Reported procedure: To a mixture of the compound of Example 58 (200 mg, 1.0 mmol) and pyridine (177 μl, 2.2 mmol) in anhydrous acetonitrile (3 ml), at 0° C. and under nitrogen, was added diphosgene (132 μl, 1.1 mmol). The mixture was allowed to warm to room temperature and stirred for 10 min, before addition to (4-butoxyphenyl)methanol (198 mg, 1.1 mmol) via syringe. The reaction mixture was stirred at room temperature for 30 min and filtered.